Dataset: the Open Reaction Database (ORD), a public repository of structured organic reaction records. Task: describe an organic reaction: reactants, conditions, products, and yield Reactants: CO, O, COC(=O)c1ccc2c(c1)C(SCCNS(=O)(=O)c1ccccc1)c1ccccc1CO2. The product is O=C(O)c1ccc2c(c1)C(SCCNS(=O)(=O)c1ccccc1)c1ccccc1CO2. Reaction SMILES: [CH3:33][OH:34].[OH2:35].[c:1]1([S:7](=[O:8])(=[O:9])[NH:10][CH2:11][CH2:12][S:13][CH:14]2[c:15]3[c:16]([cH:25][cH:26][c:27]([C:29](=[O:30])[O:31][CH3:32])[cH:28]3)[O:17][CH2:18][c:19]3[c:20]2[cH:21][cH:22][cH:23][cH:24]3)[cH:2][cH:3][cH:4][cH:5][cH:6]1>>[c:1]1([S:7](=[O:8])(=[O:9])[NH:10][CH2:11][CH2:12][S:13][CH:14]2[c:15]3[c:16]([cH:25][cH:26][c:27]([C:29](=[O:30])[OH:31])[cH:28]3)[O:17][CH2:18][c:19]3[c:20]2[cH:21][cH:22][cH:23][cH:24]3)[cH:2][cH:3][cH:4][cH:5][cH:6]1.